This data is from the Open Reaction Database (ORD), a public repository of structured organic reaction records. The task is: describe an organic reaction: reactants, conditions, products, and yield Reactants: N[C@H](C(=O)O)[C@@H](C(C)C)O ((2S*,3R*)-2-amino-3-hydroxy-4-methyl-pentanoic acid), C(=O)(O)[O-].[Na+] (NaHCO3), 5-phenyl-pentyl-2-pyridyl-carbonate, C1(=CC=CC=C1)CCCCCC=1C(N(C=CC1)C(=O)[O-])=O (5-phenyl-pentyl-2-oxopyridine-1-carboxylate). Run in O (H2O), C1CCOC1 (THF). Run at time 15 hour. Product: O[C@@H]([C@@H](C(=O)O)NC(=O)OCCCCCC1=CC=CC=C1)C(C)C ((2S*,3R*)-3-hydroxy-4-methyl-2-(5-phenylpentoxy-carbonylamino)-pentanoic acid). Yield: 41.3%. As a reaction SMILES: [NH2:1][C@@H:2]([C@H:6]([OH:10])[CH:7]([CH3:9])[CH3:8])[C:3]([OH:5])=[O:4].[C:11]([O-:14])(O)=[O:12].[Na+].[C:16]1([CH2:22][CH2:23][CH2:24][CH2:25][CH2:26]C2C(=O)N(C([O-])=O)C=CC=2)[CH:21]=[CH:20][CH:19]=[CH:18][CH:17]=1>O.C1COCC1>[OH:10][C@H:6]([CH:7]([CH3:9])[CH3:8])[C@H:2]([NH:1][C:11]([O:14][CH2:26][CH2:25][CH2:24][CH2:23][CH2:22][C:16]1[CH:21]=[CH:20][CH:19]=[CH:18][CH:17]=1)=[O:12])[C:3]([OH:5])=[O:4] |f:1.2|. Reported procedure: To a stirred mixture of (2S*,3R*)-2-amino-3-hydroxy-4-methyl-pentanoic acid (0.152 g, 1.04 mmol) and NaHCO3 (0.088 g, 1.05 mmol) in H2O (6.0 mL), at rt, the isomeric mixture containing 5-phenyl-pentyl-2-pyridyl-carbonate and 5-phenyl-pentyl-2-oxopyridine-1-carboxylate (0.96 g, 1.21 mmol) [prepared as for example 32, step 1] in THF (6.0 mL) was added. After 15 h at rt, the crude mixture was rotary evaporated to remove the organics and subsequently extracted with Et2O (3×10 mL). The aqueous phase ... The reactants are C(C)I (ethyl iodide), C(C)I (ethyl iodide), OC=1C=C(C=CC1)C1=NN2C(C3=CC=CC=C3C2)=N1 (2-(3-Hydroxyphenyl)-5H-s-triazolo[5,1-a] isoindole), [O-]CC.[Na+] (sodium ethoxide). Solvent: C(C)O (ethanol), C(C)O (ethanol). Run at time 1 hour. The product is C(C)OC=1C=C(C=CC1)C1=NN2C(C3=CC=CC=C3C2)=N1 (2-(3-Ethoxyphenyl)-5H-s-triazolo[5,1-a] isoindole). Yield: 73.0%. RXN SMILES: [OH:1][C:2]1[CH:3]=[C:4]([C:8]2[N:19]=[C:11]3[C:12]4[C:17]([CH2:18][N:10]3[N:9]=2)=[CH:16][CH:15]=[CH:14][CH:13]=4)[CH:5]=[CH:6][CH:7]=1.[O-][CH2:21][CH3:22].[Na+].C(I)C>C(O)C>[CH2:21]([O:1][C:2]1[CH:3]=[C:4]([C:8]2[N:19]=[C:11]3[C:12]4[C:17]([CH2:18][N:10]3[N:9]=2)=[CH:16][CH:15]=[CH:14][CH:13]=4)[CH:5]=[CH:6][CH:7]=1)[CH3:22] |f:1.2|. Procedure: 2-(3-Hydroxyphenyl)-5H-s-triazolo[5,1-a] isoindole (1.25 g, 0.05 mole) is added to 20 ml of ethanol containing one equivalent proportion of sodium ethoxide. To this mixture is added 0.49 ml (0.06 mole) of ethyl iodide in 5 ml of ethanol. After stirring for one hour at room temperature, a further amount of 0.49 ml of ethyl iodide is added. After refluxing for one hour the solvent is distilled off and the residue is washed with water and extracted with dichloromethane. Evaporation of the solvent a... The reactants are BrC=1C(=CC2=C(OCO2)C1)OCC1=CC=CC=C1 (6-bromo-5-(phenylmethoxy)-1,3-benzodioxole), Grignard reagent, CC(=O)Cl (CH3COCl), II (I2), [NH4+].[Cl-] (NH4Cl). Run in C1CCOC1 (THF), C1CCOC1 (THF), C1CCOC1 (THF). Run at time 3 hour. Yields the product C1OC2=CC(=C(C=C2O1)C(C)=O)OCC1=CC=CC=C1 (1-[4,5-(methylenedioxy)-2-(phenylmethoxy)phenyl]ethanone). Isolated yield 71.6%. RXN SMILES: II.Br[C:4]1[C:5]([O:13][CH2:14][C:15]2[CH:20]=[CH:19][CH:18]=[CH:17][CH:16]=2)=[CH:6][C:7]2[O:11][CH2:10][O:9][C:8]=2[CH:12]=1.[CH3:21][C:22](Cl)=[O:23].[NH4+].[Cl-]>C1COCC1>[CH2:10]1[O:9][C:8]2[C:7](=[CH:6][C:5]([O:13][CH2:14][C:15]3[CH:20]=[CH:19][CH:18]=[CH:17][CH:16]=3)=[C:4]([C:22](=[O:23])[CH3:21])[CH:12]=2)[O:11]1 |f:3.4|. Procedure details: In a flame-dried flask was added under argon Mg (0.58 g, 0.024 mol), a few crystals of I2 and dry THF (10 ml). A solution of 6-bromo-5-(phenylmethoxy)-1,3-benzodioxole (6.14 g, 0.02 mol) in dry THF (15 ml) was added dropwise under reflux. Heating was continued for 3 hours. The Grignard reagent was added over 1.5 h to a solution of freshly distilled CH3COCl (7 ml) in dry THF (20 ml) held at -78° C. The stirred reaction mixture was allowed to warm to room temperature overnight, poured into 2N-NH4C... Reactants: [H-].[Na+] (sodium hydride), O1C(NCC1)=O (oxazolidin-2-one), O (Water), C1(CC1)C=1C(=NC=C(C1)C1CC1)N1CCN(CC1)C(=O)C=1C=NC(=CC1C)F ([4-(3,5-dicyclopropylpyridin-2-yl)piperazin-1-yl](6-fluoro-4-methylpyridin-3-yl)methanone). Solvent: CN(C=O)C (N,N-dimethylformamide), CN(C=O)C (N,N-dimethylformamide). The product is C1(CC1)C=1C(=NC=C(C1)C1CC1)N1CCN(CC1)C(=O)C=1C(=CC(=NC1)N1C(OCC1)=O)C (3-{5-[4-(3,5-dicyclopropylpyridin-2-yl)piperazine-1-carbonyl]-4-methylpyridin-2-yl}oxazolidin-2-one). Isolated yield 45.7%. As a reaction SMILES: [H-].[Na+].[O:3]1[CH2:7][CH2:6][NH:5][C:4]1=[O:8].[CH:9]1([C:12]2[C:13]([N:21]3[CH2:26][CH2:25][N:24]([C:27]([C:29]4[CH:30]=[N:31][C:32](F)=[CH:33][C:34]=4[CH3:35])=[O:28])[CH2:23][CH2:22]3)=[N:14][CH:15]=[C:16]([CH:18]3[CH2:20][CH2:19]3)[CH:17]=2)[CH2:11][CH2:10]1.O>CN(C)C=O>[CH:9]1([C:12]2[C:13]([N:21]3[CH2:22][CH2:23][N:24]([C:27]([C:29]4[C:34]([CH3:35])=[CH:33][C:32]([N:5]5[CH2:6][CH2:7][O:3][C:4]5=[O:8])=[N:31][CH:30]=4)=[O:28])[CH2:25][CH2:26]3)=[N:14][CH:15]=[C:16]([CH:18]3[CH2:20][CH2:19]3)[CH:17]=2)[CH2:10][CH2:11]1 |f:0.1|. Procedure details: To a solution of sodium hydride (168 mg, 60% in oil) in N,N-dimethylformamide (10 mL) was added oxazolidin-2-one (367 mg) under ice-cooling, and the mixture was stirred at room temperature. Thereto was added a solution of [4-(3,5-dicyclopropylpyridin-2-yl)piperazin-1-yl](6-fluoro-4-methylpyridin-3-yl)methanone (400 mg) described in Preparation Example 139 in N,N-dimethylformamide (5 mL) and the mixture was stirred at 90° C. for 5 hr. Water was poured into the reaction mixture, and the mixture wa... The reactants are O=C(Cl)OCc1ccccc1, ClCCl, COc1cc(-c2cn(C3CCCC3)c3ncnc(N)c23)ccc1N, O, c1ccncc1. Product: COc1cc(-c2cn(C3CCCC3)c3ncnc(N)c23)ccc1NC(=O)OCc1ccccc1. As a reaction SMILES: [Cl:25][C:26](=[O:27])[O:28][CH2:29][c:30]1[cH:31][cH:32][cH:33][cH:34][cH:35]1.[Cl:42][CH2:43][Cl:44].[NH2:1][c:2]1[c:3]([O:23][CH3:24])[cH:4][c:5](-[c:8]2[cH:9][n:10]([CH:18]3[CH2:19][CH2:20][CH2:21][CH2:22]3)[c:11]3[n:12][cH:13][n:14][c:15]([NH2:17])[c:16]23)[cH:6][cH:7]1.[OH2:45].[cH:36]1[cH:37][cH:38][n:39][cH:40][cH:41]1>>[NH:1]([c:2]1[c:3]([O:23][CH3:24])[cH:4][c:5](-[c:8]2[cH:9][n:10]([CH:18]3[CH2:19][CH2:20][CH2:21][CH2:22]3)[c:11]3[n:12][cH:13][n:14][c:15]([NH2:17])[c:16]23)[cH:6][cH:7]1)[C:26](=[O:27])[O:28][CH2:29][c:30]1[cH:31][cH:32][cH:33][cH:34][cH:35]1. Starting materials: OC1=C(C=C(C#N)C=C1)CCC (4-hydroxy-3-propylbenzonitrile), BrCCCOC=1C=C2C=CN(C2=CC1)CC(=O)OC (methyl [5-(3-bromopropoxy)-1H-indol-1-yl]acetate), C([O-])([O-])=O.[Cs+].[Cs+] (cesium carbonate). The solvent is CN(C)C=O (DMF). Conditions: time 24 hour. The product is C(#N)C1=CC(=C(OCCCOC=2C=C3C=CN(C3=CC2)CC(=O)OC)C=C1)CCC (methyl {5-[3-(4-cyano-2-propylphenoxy)propoxy]-1H-indol-1-yl}acetate). Yield: 23.4%. Reaction SMILES: [OH:1][C:2]1[CH:9]=[CH:8][C:5]([C:6]#[N:7])=[CH:4][C:3]=1[CH2:10][CH2:11][CH3:12].Br[CH2:14][CH2:15][CH2:16][O:17][C:18]1[CH:19]=[C:20]2[C:24](=[CH:25][CH:26]=1)[N:23]([CH2:27][C:28]([O:30][CH3:31])=[O:29])[CH:22]=[CH:21]2.C(=O)([O-])[O-].[Cs+].[Cs+]>CN(C=O)C>[C:6]([C:5]1[CH:8]=[CH:9][C:2]([O:1][CH2:14][CH2:15][CH2:16][O:17][C:18]2[CH:19]=[C:20]3[C:24](=[CH:25][CH:26]=2)[N:23]([CH2:27][C:28]([O:30][CH3:31])=[O:29])[CH:22]=[CH:21]3)=[C:3]([CH2:10][CH2:11][CH3:12])[CH:4]=1)#[N:7] |f:2.3.4|. Procedure: To a mixture of 4-hydroxy-3-propylbenzonitrile (Example 33, 1.33 g, 8.28 mmol) and methyl [5-(3-bromopropoxy)-1H-indol-1-yl]acetate (Example 47, 2.70 g, 8.28 mmol) in DMF (50 mL, containing 1% water), was added cesium carbonate (5.39 g, 16.55 mmol). The mixture was stirred at rt for 24 h and then the solvent was evaporated under reduced pressure. The residue was suspended in ethyl acetate and filtered. The filtrate was concentrated and purified via silica gel column chromatography (0-10% EtOAc i... As a reaction SMILES: [CH3:1][N:2]([CH3:29])[C:3](=[O:28])[NH:4][C:5]1[C:13]([CH2:14]/[CH:15]=[C:16](\[CH3:23])/[CH2:17][CH2:18][C:19]([O:21]C)=[O:20])=[C:12]([O:24][CH3:25])[C:11]([CH3:26])=[C:10]2[C:6]=1[C:7](=[O:27])[O:8][CH2:9]2.O.O.[OH-].[Li+]>CO>[CH3:29][N:2]([CH3:1])[C:3](=[O:28])[NH:4][C:5]1[C:13]([CH2:14]/[CH:15]=[C:16](\[CH3:23])/[CH2:17][CH2:18][C:19]([OH:21])=[O:20])=[C:12]([O:24][CH3:25])[C:11]([CH3:26])=[C:10]2[C:6]=1[C:7](=[O:27])[O:8][CH2:9]2 |f:2.3.4|. Yield: 94.6%. Yields the product CN(C(NC1=C2C(OCC2=C(C(=C1C/C=C(/CCC(=O)O)\C)OC)C)=O)=O)C ((E)-6-[1,3-dihydro-4-(3,3-dimethylureido)-6-methoxy-7-methyl-3-oxoisobenzofuran-5-yl]-4-methyl-4-hexenoic acid). The reactants are CN(C(NC1=C2C(OCC2=C(C(=C1C/C=C(/CCC(=O)OC)\C)OC)C)=O)=O)C (methyl (E)-6-[1,3-dihydro-4-(3,3-dimethylureido)-6-methoxy-7-methyl-3-oxoisobenzofuran-5-yl]-4-methyl-4-hexenoate), O (water), O.[OH-].[Li+] (lithium hydroxide monohydrate). The solvent is CO (methanol). Procedure details: To a solution of 0.3 g (0.74 mmol) of methyl (E)-6-[1,3-dihydro-4-(3,3-dimethylureido)-6-methoxy-7-methyl-3-oxoisobenzofuran-5-yl]-4-methyl-4-hexenoate in 7.4 ml of 4:1 methanol:water was added 0.13 g (2.96 mmol) of lithium hydroxide monohydrate. The solution was heated at 50°-60° C. for 4 hours. Upon cooling, the reaction was partitioned between aqueous sodium hydrogen sulfate and ethyl acetate. The organic layer was washed with brine, dried over magnesium sulfate, and concentrated to (E)-6-[1,...